This data is from the Open Reaction Database (ORD), a public repository of structured organic reaction records. The task is: describe an organic reaction: reactants, conditions, products, and yield Starting materials: FC(S(=O)(=O)OC1=CSCC1)(F)F (4,5-dihydrothiophen-3-yl trifluoromethanesulfonate), CC1(OB(OC1(C)C)C=1C=CC(=NC1)N)C (5-(4,4,5,5-tetramethyl-1,3,2-dioxaborolan-2-yl)pyridin-2-amine), [O-]P(=O)([O-])[O-].[K+].[K+].[K+] (K3PO4), COCCOC (DME), crude product. The reagents and catalysts are C1=CC=C(C=C1)P([C-]2C=CC=C2)C3=CC=CC=C3.C1=CC=C(C=C1)P([C-]2C=CC=C2)C3=CC=CC=C3.Cl[Pd]Cl.[Fe+2].C(Cl)Cl (PdCl2(dppf) CH2Cl2). Run in CCOC(=O)C (EtOAc). Run at temperature 90 celsius. Product: S1C=C(CC1)C=1C=CC(=NC1)N (5-(4,5-dihydrothiophen-3-yl)pyridin-2-amine). Reaction SMILES: FC(F)(F)S(O[C:7]1[CH2:11][CH2:10][S:9][CH:8]=1)(=O)=O.CC1(C)C(C)(C)OB([C:22]2[CH:23]=[CH:24][C:25]([NH2:28])=[N:26][CH:27]=2)O1.[O-]P([O-])([O-])=O.[K+].[K+].[K+].COCCOC>CCOC(C)=O.C1C=CC(P(C2C=CC=CC=2)[C-]2C=CC=C2)=CC=1.C1C=CC(P(C2C=CC=CC=2)[C-]2C=CC=C2)=CC=1.Cl[Pd]Cl.[Fe+2].C(Cl)Cl>[S:9]1[CH2:10][CH2:11][C:7]([C:22]2[CH:23]=[CH:24][C:25]([NH2:28])=[N:26][CH:27]=2)=[CH:8]1 |f:2.3.4.5,8.9.10.11.12|. Reported procedure: To a vial was charged with all reagents: 4,5-dihydrothiophen-3-yl trifluoromethanesulfonate (900 mg, 3.84 mmol), 5-(4,4,5,5-tetramethyl-1,3,2-dioxaborolan-2-yl)pyridin-2-amine(1.69 g, 7.69 mmol), K3PO4 (2.45 g, 11.5 mmol), and PdCl2(dppf)-CH2Cl2 adduct (314 mg, 0.384 mmol) and DME (16 mL), and the mixture was purged with Argon, then sealed and heated at 90° C. via external oil bath overnight. The reaction mixture was cooled down to room temperature, and the precipitates in the reaction mixture w... Reactants: C(C)C1N=C(CCCC1)OC (2-ethyl-3,4,5,6-tetrahydro-7-methoxy-2H-azepine), [Cl-].[NH4+] (ammonium chloride). Procedure details: The product of EXAMPLE 57 (802 mg, 5.2 mmol) in 15 mL of MeOH was reacted, with ammonium chloride (225 mg, 4.2 mmol) by the method of EXAMPLE 27 to yield 627 mg (82%) of the title material. Isolated yield 84.5%. Run in CO (MeOH). Product: Cl.C(C)C1CCCCC(N1)=N (7-ethyl-hexahydro-1H-azepin-2-imine, monohydrochloride). Reaction SMILES: [CH2:1]([CH:3]1[CH2:9][CH2:8][CH2:7][CH2:6][C:5](OC)=[N:4]1)[CH3:2].[Cl-:12].[NH4+:13]>CO>[ClH:12].[CH2:1]([CH:3]1[NH:4][C:5](=[NH:13])[CH2:6][CH2:7][CH2:8][CH2:9]1)[CH3:2] |f:1.2,4.5|.